Dataset: the Open Reaction Database (ORD), a public repository of structured organic reaction records. Task: describe an organic reaction: reactants, conditions, products, and yield Starting materials: [Al+3], CCOC(C)=O, [Cl-], [Cl-], [Cl-], C=C(C)CN(C(C)=O)c1ccc(F)cc1, O. The product is CC(=O)N1CC(C)(C)c2cc(F)ccc21. As a reaction SMILES: [Al+3:19].[CH3:21][CH2:22][O:23][C:24](=[O:25])[CH3:26].[Cl-:16].[Cl-:17].[Cl-:18].[F:1][c:2]1[cH:3][cH:4][c:5]([N:8]([C:9]([CH3:10])=[O:11])[CH2:12][C:13](=[CH2:14])[CH3:15])[cH:6][cH:7]1.[OH2:20]>>[F:1][c:2]1[cH:3][c:4]2[c:5]([cH:6][cH:7]1)[N:8]([C:9]([CH3:10])=[O:11])[CH2:12][C:13]2([CH3:14])[CH3:15]. Reactants: ClCCCC(C1=CC=C(C=C1)F)C1=CC=C(C=C1)F (1-chloro-4,4-bis(4-fluorophenyl)butane), ClC1=CC2=C(N(C(N2)=O)C2C(CNCC2)C)C=C1 (5-chloro-1,3-dihydro-1-(3-methyl-4-piperidinyl)-2H-benzimidazol-2-one), C([O-])([O-])=O.[Na+].[Na+] (sodium carbonate), [I-].[K+] (potassium iodide). Solvent: O (water), O (water), CC(CC(C)=O)C (4-methyl-2-pentanone). Run at time 18 hour. The product is ClC1=CC2=C(N(C(N2)=O)C2C(CN(CC2)CCCC(C2=CC=C(C=C2)F)C2=CC=C(C=C2)F)C)C=C1 (5-chloro-1-{1-[4,4-bis(4-fluorophenyl)butyl]-3-methyl-4-piperidinyl}-1,3-dihydro-2H-benzimidazol-2-one). As a reaction SMILES: [Cl:1][C:2]1[CH:18]=[CH:17][C:5]2[N:6]([CH:10]3[CH2:15][CH2:14][NH:13][CH2:12][CH:11]3[CH3:16])[C:7](=[O:9])[NH:8][C:4]=2[CH:3]=1.C(=O)([O-])[O-].[Na+].[Na+].[I-].[K+].Cl[CH2:28][CH2:29][CH2:30][CH:31]([C:39]1[CH:44]=[CH:43][C:42]([F:45])=[CH:41][CH:40]=1)[C:32]1[CH:37]=[CH:36][C:35]([F:38])=[CH:34][CH:33]=1>O.CC(C)CC(=O)C>[Cl:1][C:2]1[CH:18]=[CH:17][C:5]2[N:6]([CH:10]3[CH2:15][CH2:14][N:13]([CH2:28][CH2:29][CH2:30][CH:31]([C:32]4[CH:33]=[CH:34][C:35]([F:38])=[CH:36][CH:37]=4)[C:39]4[CH:44]=[CH:43][C:42]([F:45])=[CH:41][CH:40]=4)[CH2:12][CH:11]3[CH3:16])[C:7](=[O:9])[NH:8][C:4]=2[CH:3]=1 |f:1.2.3,4.5|. Procedure: A mixture of 5.3 parts of 5-chloro-1,3-dihydro-1-(3-methyl-4-piperidinyl)-2H-benzimidazol-2-one, 6.4 parts of sodium carbonate, 0.2 parts of potassium iodide and 200 parts of 4-methyl-2-pentanone is stirred and refluxed for 30 minutes with water-separator. After cooling, there are added 7 parts of 1-chloro-4,4-bis(4-fluorophenyl)butane and stirring at reflux temperature is continued for 18 hours. The reaction mixture is cooled, water is added and the layers are separated. The organic phase is dr... Starting materials: CNC1CCC(CC1)NC=1N=CN=C2SC=3CCCC3C12 (1-N-methyl-4-N-[7-thia-9,11-diazatricyclo[6.4.0.0[2,6]]dodeca-1(12),2(6),8,10-tetraen-12-yl]cyclohexane-1,4-diamine), C([O-])([O-])=O.[K+].[K+] (potassium carbonate), ClCC(=O)N1CCCC1 (2-chloro-1-(pyrrolidin-1-yl)ethan-1-one), compound 1. Run in CN(C)C=O (DMF). Conditions: time 8 hour. Yields the product CN(CC(=O)N1CCCC1)C1CCC(CC1)NC=1N=CN=C2SC=3CCCC3C12 (2-[methyl[4-([7-thia-9,11-diazatricyclo[6.4.0.0[2,6]]dodeca-1(12),2(6),8,10-tetraen-12-yl]amino)cyclohexyl]amino]-1-(pyrrolidin-1-yl)ethan-1-one). The yield is 29.3%. As a reaction SMILES: [CH3:1][NH:2][CH:3]1[CH2:8][CH2:7][CH:6]([NH:9][C:10]2[N:11]=[CH:12][N:13]=[C:14]3[C:21]=2[C:20]2[CH2:19][CH2:18][CH2:17][C:16]=2[S:15]3)[CH2:5][CH2:4]1.C(=O)([O-])[O-].[K+].[K+].Cl[CH2:29][C:30]([N:32]1[CH2:36][CH2:35][CH2:34][CH2:33]1)=[O:31]>CN(C=O)C>[CH3:1][N:2]([CH:3]1[CH2:8][CH2:7][CH:6]([NH:9][C:10]2[N:11]=[CH:12][N:13]=[C:14]3[C:21]=2[C:20]2[CH2:19][CH2:18][CH2:17][C:16]=2[S:15]3)[CH2:5][CH2:4]1)[CH2:29][C:30]([N:32]1[CH2:36][CH2:35][CH2:34][CH2:33]1)=[O:31] |f:1.2.3|. Procedure details: Note: For the preparation of the starting material compound 1, see Example 147. To a solution of 1-N-methyl-4-N-[7-thia-9,11-diazatricyclo[6.4.0.0[2,6]]dodeca-1(12),2(6),8,10-tetraen-12-yl]cyclohexane-1,4-diamine (200 mg, 0.33 mmol, 1.00 equiv, 50%) in DMF (5 mL) was added potassium carbonate (91.1 mg, 0.66 mmol, 2.00 equiv) and 2-chloro-1-(pyrrolidin-1-yl)ethan-1-one (73.5 mg, 0.50 mmol, 1.50 equiv) at room temperature under nitrogen. The resulting solution was stirred overnight at ambient temp... Reactants: C(C)(C)(C)OC(=O)N(C(=O)OC(C)(C)C)C=1SC=C(C1C(=O)OCC)C1=CC=CC=C1 (ethyl bis(t-butoxycarbonyl)amino-4-phenylthiophene-3-carboxylate), C(C)O (ethanol), O (water), [OH-].[K+] (potassium hydroxide). Run in C(C)(=O)O (acetic acid). Product: C(C)(C)(C)OC(=O)NC=1SC=C(C1C(=O)O)C1=CC=CC=C1 (2-t-butoxycarbonylamino4-phenylthiophene-3-carboxylic acid). Isolated yield 86.6%. RXN SMILES: [C:1]([O:5][C:6]([N:8]([C:16]1[S:17][CH:18]=[C:19]([C:26]2[CH:31]=[CH:30][CH:29]=[CH:28][CH:27]=2)[C:20]=1[C:21]([O:23]CC)=[O:22])C(OC(C)(C)C)=O)=[O:7])([CH3:4])([CH3:3])[CH3:2].C(O)C.O.[OH-].[K+]>C(O)(=O)C>[C:1]([O:5][C:6]([NH:8][C:16]1[S:17][CH:18]=[C:19]([C:26]2[CH:31]=[CH:30][CH:29]=[CH:28][CH:27]=2)[C:20]=1[C:21]([OH:23])=[O:22])=[O:7])([CH3:4])([CH3:2])[CH3:3] |f:3.4|. Procedure details: A mixture of ethyl bis(t-butoxycarbonyl)amino-4-phenylthiophene-3-carboxylate (4.37 g, 9.76 mmol), 40 ml of ethanol, 20 ml of water and 2.19 g of potassium hydroxide was heated at reflux for 3 h. The mixture was cooled and acidified with 2.9 ml of--acetic acid. The precipitate was isolated to give 2.70 g (87%) of 2-t-butoxycarbonylamino4-phenylthiophene-3-carboxylic acid. M.p. 183° C. (dec.). 1H-NMR (DMSO-D6, δ): 1.5 (s, 9H), 6.7 (s, 1H), 7.3 (m, 5H), 11.5 (br.s, 1H). Starting materials: C(C=1C(C(=O)[O-])=CC=CC1)(=O)O[O-].[Mg+2] (magnesium monoperoxyphthalate), CN1C(NC2=C(C1=O)CN(CC2)CCSC)=O (3-methyl-6-(2-methylsulfanylethyl)-5,6,7,8-tetrahydro-1H-pyrido[4,3-d]pyrimidine-2,4-dione). Run in C(C)O (ethanol). Reaction conditions: temperature 55 celsius, time 2 hour. The product is CN1C(NC2=C(C1=O)CN(CC2)CCS(=O)C)=O (3-Methyl-6-(2-methylsulfinylethyl)-5,6,7,8-tetrahydro-1H-pyrido[4,3-d]pyrimidine-2,4-dione). Reaction SMILES: C(O[O-])(=O)C1C(=CC=CC=1)C([O-])=[O:5].[Mg+2].[CH3:15][N:16]1[C:21](=[O:22])[C:20]2[CH2:23][N:24]([CH2:27][CH2:28][S:29][CH3:30])[CH2:25][CH2:26][C:19]=2[NH:18][C:17]1=[O:31]>C(O)C>[CH3:15][N:16]1[C:21](=[O:22])[C:20]2[CH2:23][N:24]([CH2:27][CH2:28][S:29]([CH3:30])=[O:5])[CH2:25][CH2:26][C:19]=2[NH:18][C:17]1=[O:31] |f:0.1|. Procedure: 21.8 g of magnesium monoperoxyphthalate (85% pure) were added at 55° C. over a period of 15 min to a solution of 19.5 g of 3-methyl-6-(2-methylsulfanylethyl)-5,6,7,8-tetrahydro-1H-pyrido[4,3-d]pyrimidine-2,4-dione in 200 ml of ethanol and the mixture was stirred for 2 h at 55° C. After the pH had been adjusted to 7.5, the mixture was concentrated under reduced pressure. The residue was boiled up several times with methanol, the combined methanol phases were concentrated and the residue was purif... Procedure details: To a solution of ethyl 4-aminocinnamate (150 mg) in methylene chloride were added methyl isocyanate (0.06 ml) under nitrogen atmosphere at ambient temperature, and the mixture was stirred for 2 hours at the same temperature. The reaction mixture was poured into the mixture of ethyl acetate and water. The organic layer was washed with water twice, dried over magnesium sulfate, and concentrated in vacuo. The residue was crystallized from diisopropyl ether to give ethyl 4-(3-methylureido)cinnamate ... Reaction conditions: time 2 hour. As a reaction SMILES: [NH2:1][C:2]1[CH:14]=[CH:13][C:5]([CH:6]=[CH:7][C:8]([O:10][CH2:11][CH3:12])=[O:9])=[CH:4][CH:3]=1.[CH3:15][N:16]=[C:17]=[O:18].C(OCC)(=O)C.O>C(Cl)Cl>[CH3:15][NH:16][C:17](=[O:18])[NH:1][C:2]1[CH:3]=[CH:4][C:5]([CH:6]=[CH:7][C:8]([O:10][CH2:11][CH3:12])=[O:9])=[CH:13][CH:14]=1. The solvent is C(Cl)Cl (methylene chloride). The product is CNC(NC1=CC=C(C=CC(=O)OCC)C=C1)=O (ethyl 4-(3-methylureido)cinnamate). Reactants: NC1=CC=C(C=CC(=O)OCC)C=C1 (ethyl 4-aminocinnamate), CN=C=O (methyl isocyanate), C(C)(=O)OCC (ethyl acetate), O (water).